This data is from the Open Reaction Database (ORD), a public repository of structured organic reaction records. The task is: describe an organic reaction: reactants, conditions, products, and yield The reactants are FC1=CC=C(C(=C1F)NC1=C(C=C(C=C1)I)F)N (5,6-difluoro-N1-(2-fluoro-4-iodophenyl)benzene 1,2-diamine), BrC1=CC=C(S1)S(=O)(=O)Cl (5-bromothiophene-2-sulfonyl chloride). The product is BrC1=CC=C(S1)S(=O)(=O)NC1=C(C(=C(C=C1)F)F)NC1=C(C=C(C=C1)I)F (5-Bromo-N-(3,4-difluoro-2-(2-fluoro-4-iodophenylamino)phenyl)thiophene-2-sulfonamide). Reaction SMILES: [F:1][C:2]1[C:7]([F:8])=[C:6]([NH:9][C:10]2[CH:15]=[CH:14][C:13]([I:16])=[CH:12][C:11]=2[F:17])[C:5]([NH2:18])=[CH:4][CH:3]=1.[Br:19][C:20]1[S:24][C:23]([S:25](Cl)(=[O:27])=[O:26])=[CH:22][CH:21]=1>>[Br:19][C:20]1[S:24][C:23]([S:25]([NH:18][C:5]2[CH:4]=[CH:3][C:2]([F:1])=[C:7]([F:8])[C:6]=2[NH:9][C:10]2[CH:15]=[CH:14][C:13]([I:16])=[CH:12][C:11]=2[F:17])(=[O:27])=[O:26])=[CH:22][CH:21]=1. Procedure details: According to the general procedure B, 5,6-difluoro-N1-(2-fluoro-4-iodophenyl)benzene 1,2-diamine was reacted with 5-bromothiophene-2-sulfonyl chloride to obtain the title compound. 1H NMR (300 MHz, CDCl3): δ 7.39-7.29 (m, 2H), 7.20-7.05 (m, 3H), 6.96 (d, J=3.6 Hz, 1H), 5.85 (dt, J=2.1, 9.0 & 17.4 Hz, 1H), 5.54 (br s, 1H). The reactants are CC1CCN(C(=O)OC(C)(C)C)CC(=O)N(Cc2ccccc2)c2ccccc21, ClC(Cl)Cl, O=C(O)C(F)(F)F. Product: CC1CCNCC(=O)N(Cc2ccccc2)c2ccccc21. Reaction SMILES: [CH2:1]([c:2]1[cH:3][cH:4][cH:5][cH:6][cH:7]1)[N:8]1[C:9](=[O:29])[CH2:10][N:11]([C:22]([O:23][C:24]([CH3:25])([CH3:26])[CH3:27])=[O:28])[CH2:12][CH2:13][CH:14]([CH3:21])[c:15]2[c:16]1[cH:17][cH:18][cH:19][cH:20]2.[CH:37]([Cl:38])([Cl:39])[Cl:40].[OH:30][C:31]([C:32]([F:33])([F:34])[F:35])=[O:36]>>[CH2:1]([c:2]1[cH:3][cH:4][cH:5][cH:6][cH:7]1)[N:8]1[C:9](=[O:29])[CH2:10][NH:11][CH2:12][CH2:13][CH:14]([CH3:21])[c:15]2[c:16]1[cH:17][cH:18][cH:19][cH:20]2. Reactants: FC1=C(C=O)C(=CC=C1)F (2,6-difluorobenzaldehyde), CC(C)(C)[N+](=O)[O-] (1,1-dimethylnitroethane), C(C)(=O)O (acetic acid). The reagents and catalysts are [Zn] (zinc). The solvent is C(C)O (ethanol). Product: FC1=C(C(=CC=C1)F)C=[N+]([O-])C(C)(C)C (α-(2,6-difluorophenyl)-N-t-butylnitrone). RXN SMILES: [F:1][C:2]1[CH:9]=[CH:8][CH:7]=[C:6]([F:10])[C:3]=1[CH:4]=O.[CH3:11][C:12]([N+:15]([O-])=[O:16])([CH3:14])[CH3:13].C(O)(=O)C>C(O)C.[Zn]>[F:1][C:2]1[CH:9]=[CH:8][CH:7]=[C:6]([F:10])[C:3]=1[CH:4]=[N+:15]([C:12]([CH3:14])([CH3:13])[CH3:11])[O-:16]. Procedure: To a suspension of 2,6-difluorobenzaldehyde (374.7 mg, 2.64 mmol), 1,1-dimethylnitroethane (541.6 mg, 5.25 mmol) and zinc (517.0 mg, 7.91 mmol) in ethanol (3.0 ml) was added acetic acid (940.5 mg, 15.7 mmol) dropwise at 5° C. while stirring. The mixture was stirred at room temperature for 5 hours. Zinc acetate in the mixture was filtered off and the filtrate was concentrated and purified by silica gel chromatography (hexane/ethyl acetate=5/2-2/1).